From a dataset of the Open Reaction Database (ORD), a public repository of structured organic reaction records. describe an organic reaction: reactants, conditions, products, and yield Reactants: O (water), CCOP(=O)(CC#N)OCC (diethyl cyanomethyl phosphonate), CC(C)([O-])C.[K+] (potassium tert-butoxide), COC=1C=C(C=O)C=CC1OC (3,4-dimethoxybenzaldehyde). Solvent: C1CCOC1 (THF). Run at temperature 0 celsius, time 1 hour. The product is COC=1C=C(C=CC1OC)/C=C/C#N ((2E)-3-(3,4-dimethoxyphenyl)prop-2-enenitrile). Isolated yield 96.5%. Reaction SMILES: [CH3:1][O:2][C:3]1[CH:4]=[C:5]([CH:8]=[CH:9][C:10]=1[O:11][CH3:12])[CH:6]=O.CCOP(OCC)([CH2:18][C:19]#[N:20])=O.CC(C)([O-])C.[K+].O>C1COCC1>[CH3:1][O:2][C:3]1[CH:4]=[C:5](/[CH:6]=[CH:18]/[C:19]#[N:20])[CH:8]=[CH:9][C:10]=1[O:11][CH3:12] |f:2.3|. Procedure: 7 g of 3,4-dimethoxybenzaldehyde (42.1 mmoles) are dissolved in 84 mL of THF and the solution is cooled to 0° C. 8.2 g of diethyl cyanomethyl phosphonate (7.5 mL, 46.3 mmoles, 1.1 eq.) and subsequently 5.2 g of potassium tert-butoxide (46.3 mmoles, 1.1 eq.) are added little by little. The mixture is stirred for one hour at 0° C. and then overnight at ambient temperature. The reaction mixture is hydrolysed using 175 mL of water and extracted twice with dichloromethane. The organic phases are coll... Reactants: ClC1=CC=C(C=C1)S(=O)[O-].[Na+] (Sodium 4-chlorobenzenesulfinate), C(C1=CC=CC=C1)Br (benzyl bromide). Solvent: C(CCC)O (n-butanol). Conditions: temperature 70 celsius, time 5 hour. Product: ClC1=CC=C(C=C1)S(=O)(=O)CC1=CC=CC=C1 (1-Chloro-4-(benzylsulfonyl)benzene). Yield: 72.8%. RXN SMILES: [Cl:1][C:2]1[CH:7]=[CH:6][C:5]([S:8]([O-:10])=[O:9])=[CH:4][CH:3]=1.[Na+].[CH2:12](Br)[C:13]1[CH:18]=[CH:17][CH:16]=[CH:15][CH:14]=1>C(O)CCC>[Cl:1][C:2]1[CH:7]=[CH:6][C:5]([S:8]([CH2:12][C:13]2[CH:18]=[CH:17][CH:16]=[CH:15][CH:14]=2)(=[O:10])=[O:9])=[CH:4][CH:3]=1 |f:0.1|. Reported procedure: Sodium 4-chlorobenzenesulfinate (306 mg, 1.54 mmol) and benzyl bromide (0.18 ml, 1.54 mmol) were added to n-butanol (15 ml). The resulting mixture was stirred at 70° C. for 5 hours. After cooling to room temperature, the solvent was concentrated under reduced pressure. To the residue were added ethyl acetate. The resulting mixture was washed successively with water and brine, dried over anhydrous sodium sulfate, and concentrated under reduced pressure. The residue was subjected to chromatography... Starting materials: OCCCCNC(C=CC=1C=NC=CC1)=O (N-(4-hydroxybutyl)-3-pyridin-3-yl-acrylamide), C1(C=2C(C(N1)=O)=CC=CC2)=O (phthalimide), C(C)OC(=O)N=NC(=O)OCC (azodicarboxylic acid diethyl ester). Run in C1CCOC1 (THF). Product: O=C1N(C(C2=CC=CC=C12)=O)CCCCNC(C=CC=1C=NC=CC1)=O (N-[4-(1,3-dioxo-1,3-dihydro-isoindol-2-yl)-butyl]-3-pyridin-3-yl-acrylamide). As a reaction SMILES: O[CH2:2][CH2:3][CH2:4][CH2:5][NH:6][C:7](=[O:16])[CH:8]=[CH:9][C:10]1[CH:11]=[N:12][CH:13]=[CH:14][CH:15]=1.[C:17]1(=[O:27])[NH:21][C:20](=[O:22])[C:19]2=[CH:23][CH:24]=[CH:25][CH:26]=[C:18]12.C(OC(N=NC(OCC)=O)=O)C>C1COCC1>[O:22]=[C:20]1[C:19]2[C:18](=[CH:26][CH:25]=[CH:24][CH:23]=2)[C:17](=[O:27])[N:21]1[CH2:2][CH2:3][CH2:4][CH2:5][NH:6][C:7](=[O:16])[CH:8]=[CH:9][C:10]1[CH:11]=[N:12][CH:13]=[CH:14][CH:15]=1. Procedure: Batch size: 7.8 g (35.4 mmol) N-(4-hydroxybutyl)-3-pyridin-3-yl-acrylamide, 9.3 g (35.4 mmol) tripdhenylphosphine, 5.2 g (35.4 μmmol) phthalimide and 6.2 g (35.4 mmol) azodicarboxylic acid diethyl ester in 100 ml THF. Reactants: S1C=C(C=C1)C(=O)OC (methyl 3-thiophenecarboxylate), C(CCCCCCCCCCCCC)O (1-tetradecanol), CS(=O)(=O)O (methanesulfonic acid). Solvent: C1(=CC=CC=C1)C (toluene). Product: C(CCCCCCCCCCCCC)OC(=O)C1=CSC=C1 (Tetradecylthiophene-3-carboxylate). Yield: 92.4%. As a reaction SMILES: [S:1]1[CH:5]=[CH:4][C:3]([C:6]([O:8][CH3:9])=[O:7])=[CH:2]1.[CH2:10](O)[CH2:11][CH2:12][CH2:13][CH2:14][CH2:15][CH2:16][CH2:17][CH2:18][CH2:19][CH2:20][CH2:21][CH2:22]C.CS(O)(=O)=O>C1(C)C=CC=CC=1>[CH2:9]([O:8][C:6]([C:3]1[CH:4]=[CH:5][S:1][CH:2]=1)=[O:7])[CH2:22][CH2:21][CH2:20][CH2:19][CH2:18][CH2:17][CH2:16][CH2:15][CH2:14][CH2:13][CH2:12][CH2:11][CH3:10]. Procedure details: To a 200 mL round bottom flask were added 10 g (70 mmol) of methyl 3-thiophenecarboxylate, 17 g (79 mmol) of 1-tetradecanol, 1 mL methanesulfonic acid, and 50 mL of toluene. This mixture was heated to reflux for 17 hours. After the solvent was removed, the remaining methyl 3-thiophenecarboxylate was removed by kugelrohr distillation. The remaining residue was filtered through a silica gel pad with 10% ethyl acetate in hexane. The solvents were removed from the filtrate to provide 21 g of the des... The reactants are Nc1cccc(C(F)(F)F)c1, COC(=O)c1sc2ccccc2c1O. The product is O=C(Nc1cccc(C(F)(F)F)c1)c1sc2ccccc2c1O. RXN SMILES: [F:15][C:16]([c:17]1[cH:18][c:19]([NH2:20])[cH:21][cH:22][cH:23]1)([F:24])[F:25].[OH:1][c:2]1[c:3]([C:11]([O:13][CH3:12])=[O:14])[s:4][c:5]2[c:6]1[cH:7][cH:8][cH:9][cH:10]2>>[OH:1][c:2]1[c:3]([C:11](=[O:13])[NH:20][c:19]2[cH:18][c:17]([C:16]([F:15])([F:24])[F:25])[cH:23][cH:22][cH:21]2)[s:4][c:5]2[c:6]1[cH:7][cH:8][cH:9][cH:10]2. Starting materials: CC#N, [Ce], O=[N+]([O-])[O-], [NH4+], O=S(=O)(CCn1c2ccccc2c2ccccc21)c1ccccc1. Yields the product O=[N+]([O-])c1ccc2c(c1)c1ccccc1n2CCS(=O)(=O)c1ccccc1. Reaction SMILES: [CH3:31][C:32]#[N:33].[Ce:29].[N+:25](=[O:26])([O-:27])[O-:28].[NH4+:30].[c:1]1([S:7](=[O:8])(=[O:9])[CH2:10][CH2:11][n:12]2[c:13]3[cH:14][cH:15][cH:16][cH:17][c:18]3[c:19]3[cH:20][cH:21][cH:22][cH:23][c:24]23)[cH:2][cH:3][cH:4][cH:5][cH:6]1>>[c:1]1([S:7](=[O:8])(=[O:9])[CH2:10][CH2:11][n:12]2[c:13]3[cH:14][cH:15][cH:16][cH:17][c:18]3[c:19]3[cH:20][c:21]([N+:25](=[O:26])[O-:27])[cH:22][cH:23][c:24]23)[cH:2][cH:3][cH:4][cH:5][cH:6]1. Reactants: C(C)OC(CN1N=C2CN=C(C3=C(C2=C1)C=CC(=C3)Cl)C3=CC=CC=C3)=O (8-chloro-6-phenyl-2H,4H-pyrazolo[3,4-d][2]benzazepine-2-acetic acid ethyl ester), N (ammonia). Yields the product ClC1=CC2=C(C=3C(CN=C2C2=CC=CC=C2)=NN(C3)CC(=O)N)C=C1 (8-Chloro-6-phenyl-2H,4H-pyrazolo[3,4-d][2]benzazepine-2-acetamide). Reaction SMILES: C([O:3][C:4](=O)[CH2:5][N:6]1[CH:15]=[C:14]2[C:8]([CH2:9][N:10]=[C:11]([C:21]3[CH:26]=[CH:25][CH:24]=[CH:23][CH:22]=3)[C:12]3[CH:19]=[C:18]([Cl:20])[CH:17]=[CH:16][C:13]=32)=[N:7]1)C.[NH3:28]>>[Cl:20][C:18]1[CH:17]=[CH:16][C:13]2[C:14]3[C:8](=[N:7][N:6]([CH2:5][C:4]([NH2:28])=[O:3])[CH:15]=3)[CH2:9][N:10]=[C:11]([C:21]3[CH:22]=[CH:23][CH:24]=[CH:25][CH:26]=3)[C:12]=2[CH:19]=1. Reported procedure: Heating a mixture of 0.8 g (2.1 mmol) of 8-chloro-6-phenyl-2H,4H-pyrazolo[3,4-d][2]benzazepine-2-acetic acid ethyl ester and 20 ml of methanolic ammonia (ca. 20%, v/v) in an autoclave on the steam bath for 20 hr gave after crystallization from ethyl acetate/ether colorless crystals with mp 236°-238°. The analytical sample was recrystallized from ethyl acetate/methylene chloride/ether.